Dataset: the Open Reaction Database (ORD), a public repository of structured organic reaction records. Task: describe an organic reaction: reactants, conditions, products, and yield RXN SMILES: [O:1]=[C:2]1[C:6]2=[CH:7][N:8]([CH2:15][C:16]3[CH:21]=[CH:20][C:19]([N:22]4[CH:26]=[CH:25][CH:24]=[N:23]4)=[CH:18][CH:17]=3)[C:9]3[CH:10]=[CH:11][CH:12]=[CH:13][C:14]=3[C:5]2=[N:4][N:3]1[C:27]1[CH:32]=[CH:31][CH:30]=[CH:29][C:28]=1[CH2:33][C:34](OC)=[O:35].[BH4-].[Li+].CO.[Cl-].[NH4+].ClC1C(=O)C(C#N)=C(C#N)C(=O)C=1Cl.C(=O)(O)[O-].[Na+]>C(OCC)C.ClCCl.O>[OH:35][CH2:34][CH2:33][C:28]1[CH:29]=[CH:30][CH:31]=[CH:32][C:27]=1[N:3]1[C:2](=[O:1])[C:6]2=[CH:7][N:8]([CH2:15][C:16]3[CH:21]=[CH:20][C:19]([N:22]4[CH:26]=[CH:25][CH:24]=[N:23]4)=[CH:18][CH:17]=3)[C:9]3[CH:10]=[CH:11][CH:12]=[CH:13][C:14]=3[C:5]2=[N:4]1 |f:1.2,4.5,7.8|. Reactants: [BH4-].[Li+] (lithium borohydride), O=C1N(N=C2C1=CN(C=1C=CC=CC21)CC2=CC=C(C=C2)N2N=CC=C2)C2=C(C=CC=C2)CC(=O)OC (Methyl [2-(3-oxo-5-{[4-(1H-pyrazol-1-yl)phenyl]methyl}-3,5-dihydro-2H-pyrazolo[4,3-c]quinolin-2-yl)phenyl]acetate), C([O-])(O)=O.[Na+] (sodium bicarbonate), ClC1=C(C(C(=C(C1=O)C#N)C#N)=O)Cl (dichloro-5,6-dicyanobenzoquinone), [BH4-].[Li+] (lithium borohydride), CO (methanol), CO (methanol), [Cl-].[NH4+] (ammonium chloride). Run in ClCCl (dichloromethane), O (water), C(C)OCC (diethyl ether). Conditions: temperature 0 celsius, time 15 minute. Procedure details: Methyl [2-(3-oxo-5-{[4-(1H-pyrazol-1-yl)phenyl]methyl}-3,5-dihydro-2H-pyrazolo[4,3-c]quinolin-2-yl)phenyl]acetate (Example 533, 0.10 g, 0.21 mmol) was suspended in diethyl ether (6 mL) and dichloromethane (9 mL), cooled to 0° C. and treated with lithium borohydride (4.9 mg, 0.23 mmol, 1.1 equiv) and then methanol (9.2 μL, 0.23 mmol, 1.1 equiv). The mixture was stirred at 0° C. for 15 minutes and then warmed to ambient temperature. After 20 minutes, the mixture was treated with additional lithium... Yields the product OCCC1=C(C=CC=C1)N1N=C2C(=CN(C=3C=CC=CC23)CC2=CC=C(C=C2)N2N=CC=C2)C1=O (2-[2-(2-Hydroxyethyl)phenyl]-5-{[4-(1H-pyrazol-1-yl)phenyl]methyl}-2,5-dihydro-3H-pyrazolo[4,3-c]quinolin-3-one). The reactants are COCC1N(CCCC1)C1=NC(=NC=N1)NC=1C=C(C=CC1)CS(=O)(=O)N (rac-3-[(4-(2-Methoxymethylpiperidin-1-yl)-1,3,5-triazin-2-yl)amino]-benzenemethanesulfonamide), ClC1=NC(=NC=N1)NC=1C=C(C=CC1)CS(=O)(=O)N (3-[(4-Chloro-1,3,5-triazin-2-yl)amino]benzenemethanesulfonamide), Cl.COC([C@@H]1NCCC1)=O ((R)-proline methyl ester hydrochloride). The product is S(N)(=O)(=O)CC=1C=C(C=CC1)NC1=NC(=NC=N1)N1[C@H](CCC1)C(=O)OC ((R)-Methyl 1-[4-((3-(Sulfamoylmethyl)phenyl)amino)-1,3,5-triazin-2-yl]pyrrolidine-2-carboxylate). RXN SMILES: [CH3:1][O:2][CH2:3][CH:4]1C[CH2:8][CH2:7][CH2:6][N:5]1[C:10]1[N:15]=[CH:14][N:13]=[C:12]([NH:16][C:17]2[CH:18]=[C:19]([CH2:23][S:24]([NH2:27])(=[O:26])=[O:25])[CH:20]=[CH:21][CH:22]=2)[N:11]=1.ClC1N=CN=C(NC2C=C(CS(N)(=O)=[O:44])C=CC=2)N=1.Cl.COC(=O)[C@H]1CCCN1>>[S:24]([CH2:23][C:19]1[CH:18]=[C:17]([NH:16][C:12]2[N:13]=[CH:14][N:15]=[C:10]([N:5]3[CH2:6][CH2:7][CH2:8][C@@H:4]3[C:3]([O:2][CH3:1])=[O:44])[N:11]=2)[CH:22]=[CH:21][CH:20]=1)(=[O:26])(=[O:25])[NH2:27] |f:2.3|. Procedure: B21 was obtained as a white crystalline solid by following the procedure reported for B4 using A1 and (R)-proline methyl ester hydrochloride; yield: 158 mg (45%). 1H NMR (300 MHz, d6-DMSO, 300K) δ 1.88-2.08 (m, 3H), 2.22-2.42 (m, 1H), 3.50-3.77 (m, 2H), 3.55 and 3.60 (2 s, 3H), 4.22 (2 s, 2H), 4.50-4.67 (m, 1H), 6.88 (bs, 2H), 6.97-7.05 (m, 1H), 7.20-7.32 (m, 1H), 7.60-7.72 (m, 1H), 7.68 and 7.89 (2bs, 1H), 8.19 and 8.26 (2 s, 1H), 9.73 and 9.78 (2 s, 1H). MS (ES) C16H20N6O4S requires: 392. foun... The reactants are O=C(Cl)C(=O)Cl, Cc1c(C(=O)O)ccc(F)c1Cl, ClCCl, CN(C)C=O. Yields the product Cc1c(C(=O)Cl)ccc(F)c1Cl. Reaction SMILES: [Cl:13][C:14]([C:15]([Cl:16])=[O:17])=[O:18].[Cl:1][c:2]1[c:3]([CH3:12])[c:4]([C:5](=[O:6])[OH:7])[cH:8][cH:9][c:10]1[F:11].[Cl:24][CH2:25][Cl:26].[O:19]=[CH:20][N:21]([CH3:22])[CH3:23]>>[Cl:1][c:2]1[c:3]([CH3:12])[c:4]([C:5](=[O:6])[Cl:13])[cH:8][cH:9][c:10]1[F:11]. The reactants are CCOC(=O)c1sc(Cl)nc1CO[Si](C)(C)C(C)(C)C, C1COCCN1, ClCCl, Cl. Yields the product CC(C)(C)[Si](C)(C)OCc1nc(Cl)sc1C(=O)N1CCOCC1. Reaction SMILES: [C:7]([CH3:8])([CH3:9])([CH3:10])[Si:11]([O:12][CH2:13][c:14]1[n:15][c:16]([Cl:24])[s:17][c:18]1[C:19](=[O:20])[O:21][CH2:22][CH3:23])([CH3:25])[CH3:26].[CH2:1]1[CH2:2][O:3][CH2:4][CH2:5][NH:6]1.[Cl:28][CH2:29][Cl:30].[ClH:27]>>[CH2:1]1[CH2:2][O:3][CH2:4][CH2:5][N:6]1[C:19]([c:18]1[c:14]([CH2:13][O:12][Si:11]([C:7]([CH3:8])([CH3:9])[CH3:10])([CH3:25])[CH3:26])[n:15][c:16]([Cl:24])[s:17]1)=[O:20]. The reactants are CC1(OC(=O)CC(=O)O1)C (Meldrum's acid), N1=CC=CC=C1 (pyridine), C(CCCCCCCCCCCCCCCCC)(=O)Cl (stearic acid chloride). Run in C(Cl)Cl (methylene chloride). Yields the product COC(CC(CCCCCCCCCCCCCCCCC)=O)=O (methyl-3-oxoeicosanoate). Reaction SMILES: C[C:2]1(C)[O:9][C:7](=[O:8])[CH2:6][C:4](=[O:5])O1.N1C=CC=CC=1.[C:17](Cl)(=O)[CH2:18][CH2:19][CH2:20][CH2:21][CH2:22][CH2:23][CH2:24][CH2:25][CH2:26][CH2:27][CH2:28][CH2:29][CH2:30][CH2:31][CH2:32][CH2:33]C>C(Cl)Cl>[CH3:2][O:9][C:7](=[O:8])[CH2:6][C:4](=[O:5])[CH2:33][CH2:32][CH2:31][CH2:30][CH2:29][CH2:28][CH2:27][CH2:26][CH2:25][CH2:24][CH2:23][CH2:22][CH2:21][CH2:20][CH2:19][CH2:18][CH3:17]. Reported procedure: To a solution of 117 g of Meldrum's acid and 131 ml of pyridine in 1.5 1 of methylene chloride, 270 ml of stearic acid chloride were added dropwise at a maximum temperature of 15° C. After stirring, the reaction mixture was washed with 4N hydrochloric acid, the aqueous phase was extracted with methylene chloride, the methylene chloride phase was dried and concentrated. The residue was taken up in methanol and stirred under reflux. After cooling, the precipitated crystals were filtered off, disso... The reactants are C[O-], Cc1cc(NC(=O)CN2C(=O)c3ccccc3S2(=O)=O)no1, [Na+], CN(C)C=O. Product: COC(=O)c1ccccc1S(=O)(=O)NCC(=O)Nc1cc(C)on1. As a reaction SMILES: [CH3:1][O-:2].[CH3:4][c:5]1[cH:6][c:7]([NH:10][C:11]([CH2:12][N:13]2[S:14](=[O:23])(=[O:24])[c:15]3[c:16]([cH:19][cH:20][cH:21][cH:22]3)[C:17]2=[O:18])=[O:25])[n:8][o:9]1.[Na+:3].[O:26]=[CH:27][N:28]([CH3:29])[CH3:30]>>[CH3:1][O:2][C:17]([c:16]1[c:15]([S:14]([NH:13][CH2:12][C:11]([NH:10][c:7]2[cH:6][c:5]([CH3:4])[o:9][n:8]2)=[O:25])(=[O:23])=[O:24])[cH:22][cH:21][cH:20][cH:19]1)=[O:18]. The reactants are COC(C1=CC=C(/C=C/C(=O)OC)C=C1)OC ((E)-methyl 4-(dimethoxymethyl)cinnamate), Schiff base, C1(CCCCC1)CN1C(=O)N(C(=O)C(=C1N)N)CC1CCCCC1 (1,3-bis(cyclohexylmethyl)-5,6-diaminouracil). The solvent is C(C)(=O)O (acetic acid). Yields the product C1(CCCCC1)CN1C(N(C=2NC(=NC2C1=O)C1=CC=C(/C=C/C(=O)OC)C=C1)CC1CCCCC1)=O ((E)-Methyl 4-[1,3-bis(cyclohexylmethyl)-1,2,3,6-tetrahydro-2,6-dioxo-9H-purin-8-yl]cinnamate). Reaction SMILES: CO[CH:3](OC)[C:4]1[CH:15]=[CH:14][C:7](/[CH:8]=[CH:9]/[C:10]([O:12][CH3:13])=[O:11])=[CH:6][CH:5]=1.[CH:18]1([CH2:24][N:25]2[C:32]([NH2:33])=[C:31]([NH2:34])[C:29](=[O:30])[N:28]([CH2:35][CH:36]3[CH2:41][CH2:40][CH2:39][CH2:38][CH2:37]3)[C:26]2=[O:27])[CH2:23][CH2:22][CH2:21][CH2:20][CH2:19]1>C(O)(=O)C>[CH:36]1([CH2:35][N:28]2[C:29](=[O:30])[C:31]3[N:34]=[C:3]([C:4]4[CH:5]=[CH:6][C:7](/[CH:8]=[CH:9]/[C:10]([O:12][CH3:13])=[O:11])=[CH:14][CH:15]=4)[NH:33][C:32]=3[N:25]([CH2:24][CH:18]3[CH2:23][CH2:22][CH2:21][CH2:20][CH2:19]3)[C:26]2=[O:27])[CH2:37][CH2:38][CH2:39][CH2:40][CH2:41]1. Procedure details: (E)-Methyl 4-(dimethoxymethyl)cinnamate (from step (a)) was used in place of 4-formylcinnamic acid in the procedure described in step (d) of Example 1, except that a drop of acetic acid was added during the formation of the Schiff base with 1,3-bis(cyclohexylmethyl)-5,6-diaminouracil. Title compound was formed as a white powder, m.p. >270° C.; 1H-NMR (DMSO-d6) consistent with structure. The reactants are BrC(Br)(Br)Br, CC1(C)OCC(CCO)O1, BrC(Br)Br, ClCCl, c1ccc(P(c2ccccc2)c2ccccc2)cc1. Yields the product CC1(C)OCC(CCBr)O1. As a reaction SMILES: [C:11]([Br:12])([Br:13])([Br:14])[Br:15].[CH3:1][C:2]1([CH3:10])[O:3][CH2:4][CH:5]([CH2:7][CH2:8][OH:9])[O:6]1.[CH:35]([Br:36])([Br:37])[Br:38].[Cl:39][CH2:40][Cl:41].[c:16]1([P:17]([c:18]2[cH:19][cH:20][cH:21][cH:22][cH:23]2)[c:24]2[cH:25][cH:26][cH:27][cH:28][cH:29]2)[cH:30][cH:31][cH:32][cH:33][cH:34]1>>[CH3:1][C:2]1([CH3:10])[O:3][CH2:4][CH:5]([CH2:7][CH2:8][Br:12])[O:6]1.